Dataset: the Open Reaction Database (ORD), a public repository of structured organic reaction records. Task: describe an organic reaction: reactants, conditions, products, and yield The reactants are CC(=O)Cl, CN1C(=O)c2cscc2Nc2ccccc21, c1ccccc1. Yields the product CC(=O)N1c2cscc2C(=O)N(C)c2ccccc21. RXN SMILES: [CH3:17][C:18]([Cl:19])=[O:20].[CH3:1][N:2]1[C:3](=[O:16])[c:4]2[c:5]([cH:13][s:14][cH:15]2)[NH:6][c:7]2[c:8]1[cH:9][cH:10][cH:11][cH:12]2.[cH:21]1[cH:22][cH:23][cH:24][cH:25][cH:26]1>>[CH3:1][N:2]1[C:3](=[O:16])[c:4]2[c:5]([cH:13][s:14][cH:15]2)[N:6]([C:18]([CH3:17])=[O:20])[c:7]2[c:8]1[cH:9][cH:10][cH:11][cH:12]2. Starting materials: C(C(=O)Cl)(=O)Cl (Oxalyl chloride), CC1=C(C=CC(=C1)C(=O)O)C1=C(C=CC=C1)C (2,2′-dimethyl-1,1′-biphenyl-4-carboxylic acid), NS(=O)(=O)C1=CC=C(C=C1)C(N)=NO (4-(aminosulfonyl)-N′-hydroxybenzenecarboximidamide), 2006/013104 A1, C(#N)C1=CC=C(C=C1)S(=O)(=O)N (4-cyanobenzene-1-sulfonamide), CCN(C(C)C)C(C)C (DIEA). Product: CC1=C(C=CC(=C1)C1=NC(=NO1)C1=CC=C(C=C1)S(=O)(=O)N)C1=C(C=CC=C1)C (4-[5-(2,2′-dimethylbiphenyl-4-yl)-1,2,4-oxadiazol-3-yl]benzenesulfonamide). Reaction SMILES: C(Cl)(=O)C(Cl)=O.[CH3:7][C:8]1[CH:13]=[C:12]([C:14]([OH:16])=O)[CH:11]=[CH:10][C:9]=1[C:17]1[CH:22]=[CH:21][CH:20]=[CH:19][C:18]=1[CH3:23].[NH2:24][S:25]([C:28]1[CH:33]=[CH:32][C:31]([C:34](=[N:36]O)[NH2:35])=[CH:30][CH:29]=1)(=[O:27])=[O:26].C(C1C=CC(S(N)(=O)=O)=CC=1)#N.CCN(C(C)C)C(C)C>>[CH3:7][C:8]1[CH:13]=[C:12]([C:14]2[O:16][N:36]=[C:34]([C:31]3[CH:30]=[CH:29][C:28]([S:25]([NH2:24])(=[O:26])=[O:27])=[CH:33][CH:32]=3)[N:35]=2)[CH:11]=[CH:10][C:9]=1[C:17]1[CH:22]=[CH:21][CH:20]=[CH:19][C:18]=1[CH3:23]. Procedure details: Oxalyl chloride (134 mL; 1.59 mmol), Intermediate 3 (120 mg; 0.53 mmol), 4-(aminosulfonyl)-N′-hydroxybenzenecarboximidamide, prepared as described in WO 2006/013104 A1 from 4-cyanobenzene-1-sulfonamide (ABCR; CD10716), (114 mg; 0.53 mmol, 1 eq.) and DIEA (274 mL; 1.59 mmol) were reacted according to the procedure described for Example 38. Purification by recrystallisation from DCM/n-pentane afforded the title compound as a white solid. LC/MS (Method A): 404.3 (M−H)−. HPLC (Method A) Rt 5.17 min ...